Dataset: the Open Reaction Database (ORD), a public repository of structured organic reaction records. Task: describe an organic reaction: reactants, conditions, products, and yield Starting materials: C(C)(C)NC=1C(=NC=CC1)N1CCN(CC1)C(=O)C1=CC=C(C(=O)O)C=C1 (4-[1-[3-(isopropylamino)-2-pyridyl]piperazin-4-yl-carbonyl]benzoic acid), C(C1=CC=CC=C1)NCCO (2-(benzylamino)ethanol). The product is C(C1=CC=CC=C1)N(C(=O)C1=CC=C(C=C1)C(=O)N1CCN(CC1)C1=NC=CC=C1NC(C)C)CCO (1-[N-Benzyl-N-(2-hydroxyethyl)carbamoyl]-4-[1-[3-(isopropylamino)-2-pyridyl]piperazin-4-yl-carbonyl]benzene). Isolated yield 81.0%. As a reaction SMILES: [CH:1]([NH:4][C:5]1[C:6]([N:11]2[CH2:16][CH2:15][N:14]([C:17]([C:19]3[CH:27]=[CH:26][C:22]([C:23]([OH:25])=O)=[CH:21][CH:20]=3)=[O:18])[CH2:13][CH2:12]2)=[N:7][CH:8]=[CH:9][CH:10]=1)([CH3:3])[CH3:2].[CH2:28]([NH:35][CH2:36][CH2:37][OH:38])[C:29]1[CH:34]=[CH:33][CH:32]=[CH:31][CH:30]=1>>[CH2:28]([N:35]([CH2:36][CH2:37][OH:38])[C:23]([C:22]1[CH:21]=[CH:20][C:19]([C:17]([N:14]2[CH2:15][CH2:16][N:11]([C:6]3[C:5]([NH:4][CH:1]([CH3:3])[CH3:2])=[CH:10][CH:9]=[CH:8][N:7]=3)[CH2:12][CH2:13]2)=[O:18])=[CH:27][CH:26]=1)=[O:25])[C:29]1[CH:34]=[CH:33][CH:32]=[CH:31][CH:30]=1. Procedure details: By the same procedure as described in the example 1, synthesis was carried out starting with 4-[1-[3-(isopropylamino)-2-pyridyl]piperazin-4-yl-carbonyl]benzoic acid and using 2-(benzylamino)ethanol. Then, the product was recrystallized using isopropanol and isopropyl ether, filtered and dried to give the desired compound. Reactants: COC1=CC(=C(C(=C1)C)S(=O)(=O)N(C)CC1=CC(=CO1)C(=O)O)C (5-({[(4-Methoxy-2,6-dimethylphenyl)sulfonyl](methyl)amino}methyl)furan-3-carboxylic acid), C1=CN(C=N1)C(=O)N2C=CN=C2 (CDI), N1(CCNCC1)CCN1CCOCC1 (4-[2-(piperazin-1-yl)ethyl]morpholine). Run in ClCCCl (DCE). Yields the product COC1=CC(=C(C(=C1)C)S(=O)(=O)N(CC=1OC=C(C1)C(=O)N1CCN(CC1)CCN1CCOCC1)C)C (4-methoxy-N,2,6-trimethyl-N-[(4-{[4-(2-morpholin-4-ylethyl)piperazin-1-yl]carbonyl}furan-2-yl)methyl]benzenesulfonamide). RXN SMILES: [CH3:1][O:2][C:3]1[CH:8]=[C:7]([CH3:9])[C:6]([S:10]([N:13]([CH2:15][C:16]2[O:20][CH:19]=[C:18]([C:21]([OH:23])=O)[CH:17]=2)[CH3:14])(=[O:12])=[O:11])=[C:5]([CH3:24])[CH:4]=1.C1N=CN(C(N2C=NC=C2)=O)C=1.[N:37]1([CH2:43][CH2:44][N:45]2[CH2:50][CH2:49][O:48][CH2:47][CH2:46]2)[CH2:42][CH2:41][NH:40][CH2:39][CH2:38]1>ClCCCl>[CH3:1][O:2][C:3]1[CH:4]=[C:5]([CH3:24])[C:6]([S:10]([N:13]([CH3:14])[CH2:15][C:16]2[O:20][CH:19]=[C:18]([C:21]([N:40]3[CH2:39][CH2:38][N:37]([CH2:43][CH2:44][N:45]4[CH2:46][CH2:47][O:48][CH2:49][CH2:50]4)[CH2:42][CH2:41]3)=[O:23])[CH:17]=2)(=[O:11])=[O:12])=[C:7]([CH3:9])[CH:8]=1. Reported procedure: The title compound was prepared according to general procedure AA using 5-({[(4-Methoxy-2,6-dimethylphenyl)sulfonyl](methyl)amino}methyl)furan-3-carboxylic acid (63 mg, 0.18 mmol), CDI (58 mg, 0.36 mmol) and 4-[2-(piperazin-1-yl)ethyl]morpholine (60 mg, 0.30 mmol) in DCE (4.5 mL). The reactants are O=C(O)C1CCc2cc(Br)cc3[nH]c(=O)c(=O)n1c23, COC(=O)C(N)Cc1ccccc1, Cl. Yields the product COC(=O)C(Cc1ccccc1)NC(=O)C1CCc2cc(Br)cc3[nH]c(=O)c(=O)n1c23. RXN SMILES: [Br:1][c:2]1[cH:3][c:4]2[c:5]3[n:6]([c:7](=[O:13])[c:8](=[O:12])[nH:9][c:10]3[cH:11]1)[CH:14]([C:17](=[O:18])[OH:19])[CH2:15][CH2:16]2.[CH3:21][O:22][C:23]([CH:24]([NH2:25])[CH2:26][c:27]1[cH:28][cH:29][cH:30][cH:31][cH:32]1)=[O:33].[ClH:20]>>[Br:1][c:2]1[cH:3][c:4]2[c:5]3[n:6]([c:7](=[O:13])[c:8](=[O:12])[nH:9][c:10]3[cH:11]1)[CH:14]([C:17](=[O:19])[NH:25][CH:24]([C:23]([O:22][CH3:21])=[O:33])[CH2:26][c:27]1[cH:28][cH:29][cH:30][cH:31][cH:32]1)[CH2:15][CH2:16]2. Starting materials: ClC1=CC(=C(C=C1)NC(C(C)(C)C)=O)C1(CCN(CC1)C\C=C\C1=CC=C(C=C1)Cl)O (N-(4-chloro-2-{1-[(E)-3-(4-chloro-phenyl)-allyl]-4-hydroxy-piperidin-4-yl}-phenyl)-2,2-dimethyl-propionamide), O (water). Run in 3NH2SO4, CS(=O)C (DMSO). Product: ClC1=CC(=C(C=C1)N)C=1CCN(CC1)C\C=C\C1=CC=C(C=C1)Cl (4-chloro-2-{1-[(E)-3-(4-chloro-phenyl)-allyl]-1,2,3,6-tetrahydro-pyridin-4-yl}-phenylamine). RXN SMILES: [Cl:1][C:2]1[CH:7]=[CH:6][C:5]([NH:8]C(=O)C(C)(C)C)=[C:4]([C:15]2(O)[CH2:20][CH2:19][N:18]([CH2:21]/[CH:22]=[CH:23]/[C:24]3[CH:29]=[CH:28][C:27]([Cl:30])=[CH:26][CH:25]=3)[CH2:17][CH2:16]2)[CH:3]=1.O>CS(C)=O>[Cl:1][C:2]1[CH:7]=[CH:6][C:5]([NH2:8])=[C:4]([C:15]2[CH2:20][CH2:19][N:18]([CH2:21]/[CH:22]=[CH:23]/[C:24]3[CH:25]=[CH:26][C:27]([Cl:30])=[CH:28][CH:29]=3)[CH2:17][CH:16]=2)[CH:3]=1. Procedure: A suspension of N-(4-chloro-2-{1-[(E)-3-(4-chloro-phenyl)-allyl]-4-hydroxy-piperidin-4-yl}-phenyl)-2,2-dimethyl-propionamide (1.00 g) in 3NH2SO4 (7.5 ml) and DMSO (3 ml) was heated to reflux temperature for 48 hours. Then, water was added and the mixture extracted three times with CH2Cl2, the combined organic layers were dried over sodium sulfate and concentrated in vacuo. The residue was subjected to silica gel chromatography (CH2Cl2:MeOH 95:5) to afford 4-chloro-2-{1-[(E)-3-(4-chloro-phenyl)-a... Starting materials: C1CCOC1, COC(=O)c1ccc(-c2c(NC(=O)Cc3cccs3)ccc3c2C(=Cc2[nH]ccc2OC)C(=O)N3)cc1, [Li+], [OH-], O, O. Yields the product COc1cc[nH]c1C=C1C(=O)Nc2ccc(NC(=O)Cc3cccs3)c(-c3ccc(C(=O)O)cc3)c21. As a reaction SMILES: [CH2:41]1[O:42][CH2:43][CH2:44][CH2:45]1.[CH3:1][O:2][C:3]([c:4]1[cH:5][cH:6][c:7](-[c:10]2[c:11]3[c:15]([cH:16][cH:17][c:18]2[NH:19][C:20]([CH2:21][c:22]2[s:23][cH:24][cH:25][cH:26]2)=[O:27])[NH:14][C:13](=[O:28])[C:12]3=[CH:29][c:30]2[nH:31][cH:32][cH:33][c:34]2[O:35][CH3:36])[cH:8][cH:9]1)=[O:37].[Li+:39].[OH-:38].[OH2:40].[OH2:46]>>[O:2]=[C:3]([c:4]1[cH:5][cH:6][c:7](-[c:10]2[c:11]3[c:15]([cH:16][cH:17][c:18]2[NH:19][C:20]([CH2:21][c:22]2[s:23][cH:24][cH:25][cH:26]2)=[O:27])[NH:14][C:13](=[O:28])[C:12]3=[CH:29][c:30]2[nH:31][cH:32][cH:33][c:34]2[O:35][CH3:36])[cH:8][cH:9]1)[OH:37]. Reactants: [BH4-], CCN(CC)CCN, CCO, ClCCl, O=Cc1ccc(-c2ccc(C(F)(F)F)cc2)cc1, [H][H], [Na+]. Yields the product CCN(CC)CCNCc1ccc(-c2ccc(C(F)(F)F)cc2)cc1. As a reaction SMILES: [BH4-:27].[CH2:19]([CH3:20])[N:21]([CH2:22][CH2:23][NH2:24])[CH2:25][CH3:26].[CH3:34][CH2:35][OH:36].[Cl:31][CH2:32][Cl:33].[F:1][C:2]([c:3]1[cH:4][cH:5][c:6](-[c:9]2[cH:10][cH:11][c:12]([CH:13]=[O:14])[cH:15][cH:16]2)[cH:7][cH:8]1)([F:17])[F:18].[H:29][H:30].[Na+:28]>>[F:1][C:2]([c:3]1[cH:4][cH:5][c:6](-[c:9]2[cH:10][cH:11][c:12]([CH2:13][NH:24][CH2:23][CH2:22][N:21]([CH2:19][CH3:20])[CH2:25][CH3:26])[cH:15][cH:16]2)[cH:7][cH:8]1)([F:17])[F:18]. Starting materials: ClC1=C(C=O)C(=CC=C1)Cl (2,6-dichlorobenzaldehyde), C(=O)=O (carbon dioxide), C(#N)CC(=O)O (cyanoacetic acid), N1CCCCC1 (piperidine). Run in N1=CC=CC=C1 (pyridine). Yields the product ClC1=C(C(=CC=C1)Cl)C(CC#N)CC#N (3-(2,6-dichlorophenyl)glutaronitrile). Reaction SMILES: [Cl:1][C:2]1[CH:9]=[CH:8][CH:7]=[C:6]([Cl:10])[C:3]=1[CH:4]=O.[C:11]([CH2:13]C(O)=O)#[N:12].[NH:17]1CCC[CH2:19][CH2:18]1.C(=O)=O>N1C=CC=CC=1>[Cl:1][C:2]1[CH:9]=[CH:8][CH:7]=[C:6]([Cl:10])[C:3]=1[CH:4]([CH2:13][C:11]#[N:12])[CH2:19][C:18]#[N:17]. Reported procedure: A solution consisting of 31.5 grams (g) of 2,6-dichlorobenzaldehyde, 39 g of cyanoacetic acid and 2.5 milliliters (ml) of piperidine in 100 ml of pyridine is heated on a steambath for 7 hours. The initial rapid evolution of carbon dioxide gradually diminishes over the reaction time. Most of the solvent is removed under reduced pressure and the residue is dissolved in about 400 ml of benzene. The solution is washed three times with water, three times with dilute sodium bisulfite, again with water... Reactants: CC(C)(C)OC(=O)NC(C)(COP(=O)(O)O)C1CCc2cc(OC3CCC(C(C)(C)C)CC3)ccc2C1, CC(=O)O, Cl, O. Product: CC(C)(C)C1CCC(Oc2ccc3c(c2)CCC(C(C)(N)COP(=O)(O)O)C3)CC1. As a reaction SMILES: [C:1]([CH3:2])([CH3:3])([CH3:4])[CH:5]1[CH2:6][CH2:7][CH:8]([O:11][c:12]2[cH:13][c:14]3[c:19]([cH:20][cH:21]2)[CH2:18][CH:17]([C:22]([CH2:23][O:24][P:25](=[O:26])([OH:27])[OH:28])([CH3:29])[NH:30][C:31](=[O:32])[O:33][C:34]([CH3:35])([CH3:36])[CH3:37])[CH2:16][CH2:15]3)[CH2:9][CH2:10]1.[CH3:38][C:39](=[O:40])[OH:41].[ClH:42].[OH2:43]>>[C:1]([CH3:2])([CH3:3])([CH3:4])[CH:5]1[CH2:6][CH2:7][CH:8]([O:11][c:12]2[cH:13][c:14]3[c:19]([cH:20][cH:21]2)[CH2:18][CH:17]([C:22]([CH2:23][O:24][P:25](=[O:26])([OH:27])[OH:28])([CH3:29])[NH2:30])[CH2:16][CH2:15]3)[CH2:9][CH2:10]1. Reactants: C1CCOC1, COc1ccc(N=C=O)cc1, Clc1ccc2c(N3CCNCC3)ccnc2c1. Yields the product COc1ccc(NC(=O)N2CCN(c3ccnc4cc(Cl)ccc34)CC2)cc1. RXN SMILES: [CH2:29]1[O:30][CH2:31][CH2:32][CH2:33]1.[CH3:18][O:19][c:20]1[cH:21][cH:22][c:23]([N:26]=[C:27]=[O:28])[cH:24][cH:25]1.[Cl:1][c:2]1[cH:3][cH:4][c:5]2[c:6]([N:12]3[CH2:13][CH2:14][NH:15][CH2:16][CH2:17]3)[cH:7][cH:8][n:9][c:10]2[cH:11]1>>[Cl:1][c:2]1[cH:3][cH:4][c:5]2[c:6]([N:12]3[CH2:13][CH2:14][N:15]([C:27]([NH:26][c:23]4[cH:22][cH:21][c:20]([O:19][CH3:18])[cH:25][cH:24]4)=[O:28])[CH2:16][CH2:17]3)[cH:7][cH:8][n:9][c:10]2[cH:11]1.